The task is: describe an organic reaction: reactants, conditions, products, and yield. This data is from the Open Reaction Database (ORD), a public repository of structured organic reaction records. Starting materials: C1(=CC=CC=C1)P(C1=CC=CC=2C(C3=CC=CC(=C3OC12)P(C1=CC=CC=C1)C1=CC=CC=C1)(C)C)C1=CC=CC=C1 (4,5-bis(diphenylphosphino)-9,9-dimethylxanthene), C([O-])([O-])=O.[Cs+].[Cs+] (cesium carbonate), BrC1=CC(=C(C#N)C=C1)Cl (4-bromo-2-chlorobenzonitrile), C1(CC1)[C@@]1(CC(N[C@H]1C)=O)O ((4R,5S)-4-cyclopropyl-4-hydroxy-5-methylpyrrolidin-2-one). The reagents and catalysts are C=1C=CC(=CC1)/C=C/C(=O)/C=C/C2=CC=CC=C2.C=1C=CC(=CC1)/C=C/C(=O)/C=C/C2=CC=CC=C2.C=1C=CC(=CC1)/C=C/C(=O)/C=C/C2=CC=CC=C2.[Pd].[Pd] (tris(dibenzylideneacetone)dipalladium(0)). The product is ClC1=C(C#N)C=CC(=C1)N1[C@H]([C@](CC1=O)(O)C1CC1)C (2-chloro-4-[(2S,3R)-3-cyclopropyl-3-hydroxy-2-methyl-5-oxopyrrolidin-1-yl]benzonitrile), powder. The yield is 11.0%. Reaction SMILES: Br[C:2]1[CH:9]=[CH:8][C:5]([C:6]#[N:7])=[C:4]([Cl:10])[CH:3]=1.[CH:11]1([C@@:14]2([OH:21])[C@H:18]([CH3:19])[NH:17][C:16](=[O:20])[CH2:15]2)[CH2:13][CH2:12]1.C1(P(C2C=CC=CC=2)C2C3OC4C(=CC=CC=4P(C4C=CC=CC=4)C4C=CC=CC=4)C(C)(C)C=3C=CC=2)C=CC=CC=1.C(=O)([O-])[O-].[Cs+].[Cs+]>C1C=CC(/C=C/C(/C=C/C2C=CC=CC=2)=O)=CC=1.C1C=CC(/C=C/C(/C=C/C2C=CC=CC=2)=O)=CC=1.C1C=CC(/C=C/C(/C=C/C2C=CC=CC=2)=O)=CC=1.[Pd].[Pd]>[Cl:10][C:4]1[CH:3]=[C:2]([N:17]2[C:16](=[O:20])[CH2:15][C@:14]([CH:11]3[CH2:13][CH2:12]3)([OH:21])[C@@H:18]2[CH3:19])[CH:9]=[CH:8][C:5]=1[C:6]#[N:7] |f:3.4.5,6.7.8.9.10|. Reported procedure: Using 4-bromo-2-chlorobenzonitrile (424 mg), (4R,5S)-4-cyclopropyl-4-hydroxy-5-methylpyrrolidin-2-one (350 mg), 4,5-bis(diphenylphosphino)-9,9-dimethylxanthene (166 mg), tris(dibenzylideneacetone)dipalladium(0) (86 mg) and cesium carbonate (902 mg), and in the same manner as in Example 62, the title compound was obtained as a white powder (yield: 58 mg, 11%). The reactants are CCO, [K+], O=Cc1cccc([N+](=O)[O-])c1, O=C1CN2CCC1CC2, Nc1cccc(CC2CC3CCN2CC3)c1, [OH-]. Yields the product O=C1C(=Cc2cccc([N+](=O)[O-])c2)N2CCC1CC2. As a reaction SMILES: [CH3:39][CH2:40][OH:41].[K+:38].[N+:17](=[O:18])([O-:19])[c:20]1[cH:21][c:22]([CH:23]=[O:24])[cH:25][cH:26][cH:27]1.[N:28]12[CH2:29][C:30](=[O:36])[CH:31]([CH2:32][CH2:33]1)[CH2:34][CH2:35]2.[NH2:1][c:2]1[cH:3][c:4]([CH2:5][CH:6]2[CH2:7][CH:8]3[CH2:9][CH2:10][N:11]2[CH2:12][CH2:13]3)[cH:14][cH:15][cH:16]1.[OH-:37]>>[N+:17](=[O:18])([O-:19])[c:20]1[cH:21][c:22]([CH:23]=[C:29]2[N:28]3[CH2:33][CH2:32][CH:31]([C:30]2=[O:36])[CH2:34][CH2:35]3)[cH:25][cH:26][cH:27]1. The reactants are CO, O=C(O)c1ccc(C2=NOC(c3cc(Cl)cc(Cl)c3)(C(F)(F)F)C2)cc1I, O=S(=O)(O)O. Product: COC(=O)c1ccc(C2=NOC(c3cc(Cl)cc(Cl)c3)(C(F)(F)F)C2)cc1I. Reaction SMILES: [CH3:33][OH:34].[Cl:1][c:2]1[cH:3][c:4]([C:9]2([C:24]([F:25])([F:26])[F:27])[CH2:10][C:11]([c:14]3[cH:15][c:16]([I:23])[c:17]([C:18](=[O:19])[OH:20])[cH:21][cH:22]3)=[N:12][O:13]2)[cH:5][c:6]([Cl:8])[cH:7]1.[S:28](=[O:29])(=[O:30])([OH:31])[OH:32]>>[Cl:1][c:2]1[cH:3][c:4]([C:9]2([C:24]([F:25])([F:26])[F:27])[CH2:10][C:11]([c:14]3[cH:15][c:16]([I:23])[c:17]([C:18]([O:19][CH3:33])=[O:20])[cH:21][cH:22]3)=[N:12][O:13]2)[cH:5][c:6]([Cl:8])[cH:7]1. Reactants: CCCCO, COc1cc(C(C)=O)ccc1OCCCl, OC(c1ccc(F)cc1)(c1ccc(F)cc1)C1CCNCC1, [I-], [K+], [Na+], [Na+], O=C([O-])[O-]. Yields the product COc1cc(C(C)=O)ccc1OCCN1CCC(C(O)(c2ccc(F)cc2)c2ccc(F)cc2)CC1. As a reaction SMILES: [CH2:46]([OH:47])[CH2:48][CH2:49][CH3:50].[Cl:23][CH2:24][CH2:25][O:26][c:27]1[c:28]([O:36][CH3:37])[cH:29][c:30]([C:33]([CH3:34])=[O:35])[cH:31][cH:32]1.[F:1][c:2]1[cH:3][cH:4][c:5]([C:8]([OH:9])([CH:10]2[CH2:11][CH2:12][NH:13][CH2:14][CH2:15]2)[c:16]2[cH:17][cH:18][c:19]([F:22])[cH:20][cH:21]2)[cH:6][cH:7]1.[I-:45].[K+:44].[Na+:38].[Na+:39].[O-:40][C:41](=[O:42])[O-:43]>>[F:1][c:2]1[cH:3][cH:4][c:5]([C:8]([OH:9])([CH:10]2[CH2:11][CH2:12][N:13]([CH2:24][CH2:25][O:26][c:27]3[c:28]([O:36][CH3:37])[cH:29][c:30]([C:33]([CH3:34])=[O:35])[cH:31][cH:32]3)[CH2:14][CH2:15]2)[c:16]2[cH:17][cH:18][c:19]([F:22])[cH:20][cH:21]2)[cH:6][cH:7]1. The reactants are BrC1=CC2=C(N(C(C3=CN=C(C=C23)C)=O)C)C=C1OC[C@H](CC(C)C)NC(OC(C)(C)C)=O ((S)-tert-butyl (1-((9-bromo-2,6-dimethyl-5-oxo-5,6-dihydrobenzo[c][2,7]naphthyridin-8-yl)oxy)-4-methylpentan-2-yl)carbamate), Cl (HCl), O1CCOCC1 (1,4-dioxane). Solvent: CO (MeOH). Conditions: temperature 0 celsius, time 2 hour. Product: N[C@H](COC=1C=CC2=C(N(C(C3=CN=C(C=C23)C)=O)C)C1)CC(C)C ((S)-8-((2-amino-4-methylpentyl)oxy)-2,6-dimethylbenzo[c][2,7]naphthyridin-5(6H)-one). Yield: 24.1%. RXN SMILES: Br[C:2]1[C:18]([O:19][CH2:20][C@@H:21]([NH:26]C(=O)OC(C)(C)C)[CH2:22][CH:23]([CH3:25])[CH3:24])=[CH:17][C:5]2[N:6]([CH3:16])[C:7](=[O:15])[C:8]3[C:13]([C:4]=2[CH:3]=1)=[CH:12][C:11]([CH3:14])=[N:10][CH:9]=3.Cl.O1CCOCC1>CO>[NH2:26][C@@H:21]([CH2:22][CH:23]([CH3:25])[CH3:24])[CH2:20][O:19][C:18]1[CH:2]=[CH:3][C:4]2[C:13]3[C:8](=[CH:9][N:10]=[C:11]([CH3:14])[CH:12]=3)[C:7](=[O:15])[N:6]([CH3:16])[C:5]=2[CH:17]=1. Reported procedure: To a solution of (S)-tert-butyl (1-((9-bromo-2,6-dimethyl-5-oxo-5,6-dihydrobenzo[c][2,7]naphthyridin-8-yl)oxy)-4-methylpentan-2-yl)carbamate (30 mg, 0.058 mmol) in MeOH (3 mL) at 0° C. was added 4M HCl in 1,4-dioxane (0.362 mL, 1.447 mmol). The reaction mixture was stirred at 0° C. for 2 h. The reaction mixture was concentrated under reduced pressure to afford crude product which was purified by preparative HPLC to afford (S)-8-((2-amino-4-methylpentyl)oxy)-2,6-dimethylbenzo[c][2,7]naphthyridin-...